describe an organic reaction: reactants, conditions, products, and yield From a dataset of the Open Reaction Database (ORD), a public repository of structured organic reaction records. Starting materials: S(=O)(Cl)Cl (Thionyl chloride), ice, amide, FC1=CC=C2S(C=3C=C(C=CC3C(C2=C1)=O)C(=O)N)(=O)=O (7-Fluoro-9-oxothioxanthene-3-carboxamide-10,10-dioxide). Run in CN(C)C=O (DMF). Run at time 2 hour. The product is C(#N)C=1C=C2S(C=3C=CC(=CC3C(C2=CC1)=O)F)(=O)=O (6-cyano-2-fluorothioxanthene-9-one 10,10-dioxide). RXN SMILES: S(Cl)(Cl)=O.[F:5][C:6]1[CH:19]=[C:18]2[C:9]([S:10](=[O:25])(=[O:24])[C:11]3[CH:12]=[C:13]([C:21]([NH2:23])=O)[CH:14]=[CH:15][C:16]=3[C:17]2=[O:20])=[CH:8][CH:7]=1>CN(C=O)C>[C:21]([C:13]1[CH:12]=[C:11]2[C:16](=[CH:15][CH:14]=1)[C:17](=[O:20])[C:18]1[CH:19]=[C:6]([F:5])[CH:7]=[CH:8][C:9]=1[S:10]2(=[O:25])=[O:24])#[N:23]. Procedure details: Thionyl chloride (75 g) was cooled to 5° C. and DMF (150 ml) was added dropwise and the temperature was maintained below 10° C. The amide prepared in (a) supra, 19.1 g, (0.05 mol) was added and the mixture was allowed to warm to room temperature and was stirred for 2 hr. The mixture was poured onto 1 L of ice and was filtered. The solid was washed with H2O, 2×300 ml and dried. The nitrile was dissolved in hot acetic acid (800 ml), treated with charcoal and filtered through a celite bed. The solu... The reactants are CC(C)(C)OC(=O)N1CCCC1C=O, [BH3-]C#N, O=C([O-])O, CO, CC(=O)O, COc1cc(N)ccc1Cl, [Na+], [Na+]. Product: COc1cc(NCC2CCCN2C(=O)OC(C)(C)C)ccc1Cl. As a reaction SMILES: [C:11]([CH3:12])([CH3:13])([CH3:14])[O:15][C:16](=[O:17])[N:18]1[CH:19]([CH:20]=[O:21])[CH2:22][CH2:23][CH2:24]1.[C:25]([BH3-:26])#[N:27].[C:29](=[O:30])([OH:31])[O-:32].[CH3:34][OH:35].[CH3:36][C:37](=[O:38])[OH:39].[Cl:1][c:2]1[c:3]([O:9][CH3:10])[cH:4][c:5]([NH2:6])[cH:7][cH:8]1.[Na+:28].[Na+:33]>>[Cl:1][c:2]1[c:3]([O:9][CH3:10])[cH:4][c:5]([NH:6][CH2:20][CH:19]2[N:18]([C:16]([O:15][C:11]([CH3:12])([CH3:13])[CH3:14])=[O:17])[CH2:24][CH2:23][CH2:22]2)[cH:7][cH:8]1. The reactants are NC=1C=C(C(=O)O)C=CC1[N+](=O)[O-] (3-amino-4-nitrobenzoic acid), ( 1a ), N1CCOCC1 (morpholine), ON1N=NC2=C1C=CC=C2 (1-Hydroxybenzotriazole), C(C)N=C=NCCCN(C)C (1-ethyl-3-(3-dimethylaminopropyl)carbodiimide), Cl (HCl). Run in CN(C=O)C (N,N-dimethylformamide). Reaction conditions: time 18 hour. Yields the product NC=1C=C(C(=O)N2CCOCC2)C=CC1[N+](=O)[O-] (3-amino-4-nitrobenzoic acid morpholide). Isolated yield 81.2%. RXN SMILES: [NH2:1][C:2]1[CH:3]=[C:4]([CH:8]=[CH:9][C:10]=1[N+:11]([O-:13])=[O:12])[C:5]([OH:7])=O.[NH:14]1[CH2:19][CH2:18][O:17][CH2:16][CH2:15]1.ON1C2C=CC=CC=2N=N1.C(N=C=NCCCN(C)C)C.Cl>CN(C)C=O>[NH2:1][C:2]1[CH:3]=[C:4]([CH:8]=[CH:9][C:10]=1[N+:11]([O-:13])=[O:12])[C:5]([N:14]1[CH2:19][CH2:18][O:17][CH2:16][CH2:15]1)=[O:7]. Reported procedure: In N,N-dimethylformamide (DMF) (108 ml), 3-amino-4-nitrobenzoic acid [the compound of the formula (1a)] (10.8 g) which was prepared in accordance with a known method (HECHENG HUASUE, page 91, 1995) was dissolved. Further, morpholine (10.3 ml), 1-Hydroxybenzotriazole (HOBt) (9.60 g), and 1-ethyl-3-(3-dimethylaminopropyl)carbodiimide (WSCI.HCl) (13.6 g) were successively added to the solution, and the mixture was stirred at room temperature for 18 hours. The reaction solution was poured into a 1N ... Reactants: O=c1nc(SCc2ccccc2)cn[nH]1, CCO, [K+], NO, [OH-], O, O=S(=O)(O)O. Yields the product O=c1nc(NO)cn[nH]1. As a reaction SMILES: [CH2:3]([S:4][c:11]1[n:12][c:13](=[O:17])[nH:14][n:15][cH:16]1)[c:5]1[cH:6][cH:7][cH:8][cH:9][cH:10]1.[CH3:25][CH2:26][OH:27].[K+:2].[NH2:23][OH:24].[OH-:1].[OH2:28].[S:18]([OH:19])([OH:20])(=[O:21])=[O:22]>>[OH:1][NH:23][c:11]1[n:12][c:13](=[O:17])[nH:14][n:15][cH:16]1. Reactants: C(C1=CC=CC=C1)(=O)NC1=C2N=CN(C2=NC=N1)[C@H]1[C@H](O)[C@@H]([C@H](O1)C(=O)O)NC([C@@H](NC(CNC(=O)OCC1=CC=CC=C1)=O)CC1=CC=C(C=C1)OC)=O (1-(6-Benzoylamino-9H-purin-9-yl)-3-[N-(N-benzyloxycarbonylglycyl)-O-methyl-L-tyrosylamino]-1,3-dideoxy-β-D-ribofuranuronic acid), C(CCC)N (n-butylamine). Product: NC1=C2N=CN(C2=NC=N1)[C@H]1[C@H](O)[C@@H]([C@H](O1)C(=O)O)NC([C@@H](NC(CNC(=O)OCC1=CC=CC=C1)=O)CC1=CC=C(C=C1)OC)=O (1-(6-Amino-9H-purin-9-yl)-3-[N-(N-benzyloxycarbonylglycyl)-O-methyl-L-tyrosylamino]-1,3-dideoxy-β-D-ribofuranuronic acid). The yield is 37.3%. RXN SMILES: C([NH:9][C:10]1[N:18]=[CH:17][N:16]=[C:15]2[C:11]=1[N:12]=[CH:13][N:14]2[C@@H:19]1[O:24][C@H:23]([C:25]([OH:27])=[O:26])[C@@H:22]([NH:28][C:29](=[O:55])[C@H:30]([CH2:46][C:47]2[CH:52]=[CH:51][C:50]([O:53][CH3:54])=[CH:49][CH:48]=2)[NH:31][C:32](=[O:45])[CH2:33][NH:34][C:35]([O:37][CH2:38][C:39]2[CH:44]=[CH:43][CH:42]=[CH:41][CH:40]=2)=[O:36])[C@H:20]1[OH:21])(=O)C1C=CC=CC=1.C(N)CCC>>[NH2:9][C:10]1[N:18]=[CH:17][N:16]=[C:15]2[C:11]=1[N:12]=[CH:13][N:14]2[C@@H:19]1[O:24][C@H:23]([C:25]([OH:27])=[O:26])[C@@H:22]([NH:28][C:29](=[O:55])[C@H:30]([CH2:46][C:47]2[CH:48]=[CH:49][C:50]([O:53][CH3:54])=[CH:51][CH:52]=2)[NH:31][C:32](=[O:45])[CH2:33][NH:34][C:35]([O:37][CH2:38][C:39]2[CH:44]=[CH:43][CH:42]=[CH:41][CH:40]=2)=[O:36])[C@H:20]1[OH:21]. Procedure: 1-(6-Amino-9H-purin-9-yl)-3-[N-(N-benzyloxycarbonylglycyl)-O-methyl-L-tyrosylamino]-1,3-dideoxy-β-D-ribofuranuronic acid (242 mg) was prepared by reacting 1-(6-benzoylamino-9H-purin-9-yl)-3-[N-(N-benzyloxycarbonylglycyl)-O-methyl-L-tyrosylamino]-1,3-dideoxy-β-D-ribofuranuronic acid (752 mg) prepared in Example 15 with n-butylamine (4 ml) according to a similar manner to that of Example 23, mp. 118°-125° C. (dec.).